From a dataset of the Open Reaction Database (ORD), a public repository of structured organic reaction records. describe an organic reaction: reactants, conditions, products, and yield Starting materials: CC(C)N1N=CC2=C1N=C(C=C2C(=O)O)C2=CC=NC=C2 (1-(1-Methylethyl)-6-(4-pyridinyl)-1H-pyrazolo[3,4-b]pyridine-4-carboxylic acid), C1=CC2=C(N=C1)N(N=N2)O (HOAt), CN1CCOCC1 (N-methylmorpholine), NCC=1C(NC(=CC1C1CC1)C)=O (3-(aminomethyl)-4-cyclopropyl-6-methyl-2(1H)-pyridinone), C(CCl)Cl (EDC). Solvent: CN(C)C=O (DMF). Reaction conditions: time 8 hour. Product: C1(CC1)C1=C(C(NC(=C1)C)=O)CNC(=O)C=1C2=C(N=C(C1)C1=CC=NC=C1)N(N=C2)C(C)C (N-[(4-Cyclopropyl-6-methyl-2-oxo-1,2-dihydro-3-pyridinyl)methyl]-1-(1-methylethyl)-6-(4-pyridinyl)-1H-pyrazolo[3,4-b]pyridine-4-carboxamide). As a reaction SMILES: [CH3:1][CH:2]([N:4]1[C:8]2[N:9]=[C:10]([C:16]3[CH:21]=[CH:20][N:19]=[CH:18][CH:17]=3)[CH:11]=[C:12]([C:13]([OH:15])=O)[C:7]=2[CH:6]=[N:5]1)[CH3:3].[NH2:22][CH2:23][C:24]1[C:25](=[O:34])[NH:26][C:27]([CH3:33])=[CH:28][C:29]=1[CH:30]1[CH2:32][CH2:31]1.C(Cl)CCl.C1C=NC2N(O)N=NC=2C=1.CN1CCOCC1>CN(C=O)C>[CH:30]1([C:29]2[CH:28]=[C:27]([CH3:33])[NH:26][C:25](=[O:34])[C:24]=2[CH2:23][NH:22][C:13]([C:12]2[C:7]3[CH:6]=[N:5][N:4]([CH:2]([CH3:1])[CH3:3])[C:8]=3[N:9]=[C:10]([C:16]3[CH:21]=[CH:20][N:19]=[CH:18][CH:17]=3)[CH:11]=2)=[O:15])[CH2:31][CH2:32]1. Reported procedure: 1-(1-Methylethyl)-6-(4-pyridinyl)-1H-pyrazolo[3,4-b]pyridine-4-carboxylic acid (100 mg, 0.354 mmol), 3-(aminomethyl)-4-cyclopropyl-6-methyl-2(1H)-pyridinone (104 mg, 0.354 mmol), EDC (81 mg, 0.425 mmol), HOAt (48 mg, 0.354 mmol), and N-methylmorpholine (0.156 mL, 1.42 mmol) were suspended in DMF (5 mL) and stirred at room temperature overnight. The contents were filtered, washed with ethanol, and then concentrated in vacuo. The crude solid was purified by reverse phase HPLC (mobile phase: 20-40%... The product is FC(C(=NO)C1=CC=C(C=C1)OC)(F)F (2,2,2-trifluoro-1-(4-methoxyphenyl)-ethanone oxime). The solvent is C(C)O (ethanol), O (water). Procedure details: 37.2 g (0.182 mol) of 2,2,2-trifluoro-1-(4-methoxyphenyl)-ethanone are dissolved in 150 ml of ethanol at 80° C. To the solution are added dropwise 13.3 g (0.191 mol) of hydroxylammonium chloride and 25.4 g (0.309 mol) of sodium acetate dissolved in 75 ml of water. The reaction mixture is refluxed for 4 hours. The mixture is poured into ice water, the precipitate is filtered, yielding 30.0 g of 2,2,2-trifluoro-1-(4-methoxyphenyl)-ethanone oxime as a pale yellow solid. The crude product is used in... Isolated yield 75.2%. As a reaction SMILES: [F:1][C:2]([F:14])([F:13])[C:3]([C:5]1[CH:10]=[CH:9][C:8]([O:11][CH3:12])=[CH:7][CH:6]=1)=O.[Cl-].[OH:16][NH3+:17].C([O-])(=O)C.[Na+]>C(O)C.O>[F:1][C:2]([F:14])([F:13])[C:3]([C:5]1[CH:10]=[CH:9][C:8]([O:11][CH3:12])=[CH:7][CH:6]=1)=[N:17][OH:16] |f:1.2,3.4|. The reactants are ice water, [Cl-].O[NH3+] (hydroxylammonium chloride), C(C)(=O)[O-].[Na+] (sodium acetate), FC(C(=O)C1=CC=C(C=C1)OC)(F)F (2,2,2-trifluoro-1-(4-methoxyphenyl)-ethanone). The reactants are COCC(C)NC(=O)C=1C=C(C=C(C1)I)C1=CC=C(C=C1)C (5-iodo-4′-methyl-biphenyl-3-carboxylic acid (2-methoxy-1-methyl-ethyl)-amide), CC=1N=CSC1 (4-methylthiazole), CC(=O)O[K] (CH3COOK). The reagents and catalysts are C=1C=CC(=CC1)[P](C=2C=CC=CC2)(C=3C=CC=CC3)[Pd]([P](C=4C=CC=CC4)(C=5C=CC=CC5)C=6C=CC=CC6)([P](C=7C=CC=CC7)(C=8C=CC=CC8)C=9C=CC=CC9)[P](C=1C=CC=CC1)(C=1C=CC=CC1)C=1C=CC=CC1 (Pd(PPh3)4). Run in CN(C)C=O (DMF). Reaction conditions: temperature 100 celsius, time 14 hour. Yields the product COCC(C)NC(=O)C=1C=C(C=C(C1)C1=C(N=CS1)C)C1=CC=C(C=C1)C (4′-Methyl-5-(4-methyl-thiazol-5-yl)-biphenyl-3-carboxylic acid (2-methoxy-1-methyl-ethyl)-amide). Isolated yield 7.9%. RXN SMILES: [CH3:1][O:2][CH2:3][CH:4]([NH:6][C:7]([C:9]1[CH:10]=[C:11]([C:16]2[CH:21]=[CH:20][C:19]([CH3:22])=[CH:18][CH:17]=2)[CH:12]=[C:13](I)[CH:14]=1)=[O:8])[CH3:5].[CH3:23][C:24]1[N:25]=[CH:26][S:27][CH:28]=1.CC(O[K])=O>CN(C=O)C.C1C=CC([P]([Pd]([P](C2C=CC=CC=2)(C2C=CC=CC=2)C2C=CC=CC=2)([P](C2C=CC=CC=2)(C2C=CC=CC=2)C2C=CC=CC=2)[P](C2C=CC=CC=2)(C2C=CC=CC=2)C2C=CC=CC=2)(C2C=CC=CC=2)C2C=CC=CC=2)=CC=1>[CH3:1][O:2][CH2:3][CH:4]([NH:6][C:7]([C:9]1[CH:10]=[C:11]([C:16]2[CH:21]=[CH:20][C:19]([CH3:22])=[CH:18][CH:17]=2)[CH:12]=[C:13]([C:28]2[S:27][CH:26]=[N:25][C:24]=2[CH3:23])[CH:14]=1)=[O:8])[CH3:5] |^1:42,44,63,82|. Procedure: To a stirred solution of 5-iodo-4′-methyl-biphenyl-3-carboxylic acid (2-methoxy-1-methyl-ethyl)-amide (0.41 g, 1 mmol) and 4-methylthiazole (5 mmol) in 4 ml of DMF was added Pd(PPh3)4 (0.03 mmol) and CH3COOK (0.198 g, 2 mmol). The reaction mixture were heated to 100° C. and stirred for 14 hours. The reaction mixture was cooled to room temperature and extracted with EtOAc. The combined organic layers were washed with water and brine, dried over anhydrous Na2SO4, filtered, and concentrated in vacu...